From a dataset of the Open Reaction Database (ORD), a public repository of structured organic reaction records. describe an organic reaction: reactants, conditions, products, and yield Reactants: C1(=CC=CC=C1)S(=O)[O-].[Na+] (sodium benzenesulfinate), C(C)(C)N=NC1(CCCCC1)Cl (1-isopropylazo-1-chlorocyclohexane), O (water). Run in CO (methanol). Run at time 60 minute. Product: C(C)(C)N=NC1(CCCCC1)S(=O)(=O)C1=CC=CC=C1 (1-Isopropylazo-1-(benzenesulfonyl)-cyclohexane). Reaction SMILES: [C:1]1([S:7]([O-:9])=[O:8])[CH:6]=[CH:5][CH:4]=[CH:3][CH:2]=1.[Na+].[CH:11]([N:14]=[N:15][C:16]1(Cl)[CH2:21][CH2:20][CH2:19][CH2:18][CH2:17]1)([CH3:13])[CH3:12].O>CO>[CH:11]([N:14]=[N:15][C:16]1([S:7]([C:1]2[CH:6]=[CH:5][CH:4]=[CH:3][CH:2]=2)(=[O:9])=[O:8])[CH2:21][CH2:20][CH2:19][CH2:18][CH2:17]1)([CH3:13])[CH3:12] |f:0.1|. Reported procedure: To a stirred solution of 6.57 grams (.04 moles) of sodium benzenesulfinate in 60 ml of 70% aqueous methanol in a 125 ml erlenmeyer flask was added 6.4 grams (.034 moles) of 1-isopropylazo-1-chlorocyclohexane (from Example 3-2) dropwise over 25 minutes while holding the temperature at 0° to 5° C with an ice bath. After the addition was complete, the reaction was stirred for 60 minutes at 0° to 5° C, poured into 200 ml cold water and extracted into 100 ml of pentane. The pentane solution was separ... The reactants are CCCCCCBr, CCO, Nc1nnc(S)s1, [Na+], [OH-], O. Yields the product CCCCCCSc1nnc(N)s1. RXN SMILES: [Br:13][CH2:14][CH2:15][CH2:16][CH2:17][CH2:18][CH3:19].[CH3:1][CH2:2][OH:3].[NH2:4][c:5]1[s:6][c:7]([SH:10])[n:8][n:9]1.[Na+:12].[OH-:11].[OH2:20]>>[NH2:4][c:5]1[s:6][c:7]([S:10][CH2:14][CH2:15][CH2:16][CH2:17][CH2:18][CH3:19])[n:8][n:9]1. The reactants are COc1ccccc1N1CCN(C(=O)C(Cc2ccccn2)NC(=O)OC(C)(C)C)CC1, C1CCOC1, Cl. Product: COc1ccccc1N1CCN(C(=O)C(N)Cc2ccccn2)CC1. Reaction SMILES: [C:1]([O:2][C:3](=[O:4])[NH:7][CH:8]([C:9](=[O:10])[N:11]1[CH2:12][CH2:13][N:14]([c:17]2[c:18]([O:23][CH3:24])[cH:19][cH:20][cH:21][cH:22]2)[CH2:15][CH2:16]1)[CH2:25][c:26]1[n:27][cH:28][cH:29][cH:30][cH:31]1)([CH3:5])([CH3:6])[CH3:32].[CH2:34]1[O:35][CH2:36][CH2:37][CH2:38]1.[ClH:33]>>[NH2:7][CH:8]([C:9](=[O:10])[N:11]1[CH2:12][CH2:13][N:14]([c:17]2[c:18]([O:23][CH3:24])[cH:19][cH:20][cH:21][cH:22]2)[CH2:15][CH2:16]1)[CH2:25][c:26]1[n:27][cH:28][cH:29][cH:30][cH:31]1. The reactants are [H-].[Al+3].[Li+].[H-].[H-].[H-] (Lithium aluminium hydride), COC(=O)C12CC3C(C(CC(C1)C3)C2)N (4-aminoadamantane-1-carboxylic acid methyl ester). Run in C1CCOC1 (THF). Reaction conditions: temperature 0 celsius, time 30 minute. Product: NC1C2CC3(CC(CC1C3)C2)CO (4-amino-1-hydroxymethyladamantane). Yield: 90.0%. RXN SMILES: [H-].[Al+3].[Li+].[H-].[H-].[H-].C[O:8][C:9]([C:11]12[CH2:20][CH:15]3[CH2:16][CH:17]([CH2:19][CH:13]([CH:14]3[NH2:21])[CH2:12]1)[CH2:18]2)=O>C1COCC1>[NH2:21][CH:14]1[CH:13]2[CH2:12][C:11]3([CH2:9][OH:8])[CH2:18][CH:17]([CH2:16][CH:15]1[CH2:20]3)[CH2:19]2 |f:0.1.2.3.4.5|. Procedure details: Lithium aluminium hydride (5 g, 135 mmol) was added to a solution of 4-aminoadamantane-1-carboxylic acid methyl ester (5 g, 23.9 mmoles) in dry THF (100 ml) at 0-5° C. and the mixture heated under reflux for 3 h. It was then cooled to 0° C. and quenched with water (10 ml) followed by NaOH solution (20%, 12.5 ml). After stirring for 30 min, it was filtered through hyflo bed to remove inorganics. The clear filtrate was concentrated under reduced pressure and the residue triturated with hexane to g... Reactants: CC(C)(C)OC(=O)C1CCCN1CCCSC(=O)C(N)Cc1ccccc1C(=O)c1ccccc1, CC(C)(C)OC(=O)C1CCCN1C(=O)CCSC(=O)C(N)Cc1ccccc1C(=O)c1ccccc1, COc1ccccc1, O=C(O)C(F)(F)F. Product: NC(Cc1ccccc1C(=O)c1ccccc1)C(=O)SCCC(=O)N1CCCC1C(=O)O. Reaction SMILES: [C:1]([O:2][C:3](=[O:4])[CH:5]1[CH2:6][CH2:7][CH2:8][N:9]1[CH2:10][CH2:11][CH2:12][S:13][C:14](=[O:15])[CH:16]([CH2:17][c:18]1[cH:19][cH:20][cH:21][cH:22][c:23]1[C:24](=[O:25])[c:26]1[cH:27][cH:28][cH:29][cH:30][cH:31]1)[NH2:32])([CH3:33])([CH3:34])[CH3:35].[C:36]([CH3:37])([CH3:38])([CH3:39])[O:40][C:41]([CH:42]1[N:43]([C:47]([CH2:48][CH2:49][S:50][C:51]([CH:52]([NH2:53])[CH2:54][c:55]2[c:56]([C:61]([c:62]3[cH:63][cH:64][cH:65][cH:66][cH:67]3)=[O:68])[cH:57][cH:58][cH:59][cH:60]2)=[O:69])=[O:70])[CH2:44][CH2:45][CH2:46]1)=[O:71].[CH3:79][O:80][c:81]1[cH:82][cH:83][cH:84][cH:85][cH:86]1.[OH:72][C:73]([C:74]([F:75])([F:76])[F:77])=[O:78]>>[O:40]=[C:41]([CH:42]1[N:43]([C:47]([CH2:48][CH2:49][S:50][C:51]([CH:52]([NH2:53])[CH2:54][c:55]2[c:56]([C:61]([c:62]3[cH:63][cH:64][cH:65][cH:66][cH:67]3)=[O:68])[cH:57][cH:58][cH:59][cH:60]2)=[O:69])=[O:70])[CH2:44][CH2:45][CH2:46]1)[OH:71]. Reactants: CC(CC(C)=O)=O (2,4-pentandione), CC1=CC=C(CCl)C=C1 (4-methylbenzylchloride). Product: CC1=CC=C(C=C1)CCC(CC(CCC1=CC=C(C=C1)C)=O)=O (1,7-bis(4-methylphenyl)-3,5-heptanedione). RXN SMILES: [CH3:1][C:2](=[O:7])[CH2:3][C:4](=[O:6])[CH3:5].[CH3:8][C:9]1[CH:16]=[CH:15][C:12]([CH2:13]Cl)=[CH:11][CH:10]=1>>[CH3:8][C:9]1[CH:16]=[CH:15][C:12]([CH2:13][CH2:1][C:2](=[O:7])[CH2:3][C:4](=[O:6])[CH2:5][CH2:8][C:9]2[CH:16]=[CH:15][C:12]([CH3:13])=[CH:11][CH:10]=2)=[CH:11][CH:10]=1. Procedure: Using 2,4-pentandione (195.2 g, 1.95 moles) and 4-methylbenzylchloride (635.4 g), the reaction was carried out in the same manner as described in Example 17, (1), and the residue (568 g) was recrystallized from ethanol to afford the title compound as a white needles which was an ca 1:9 mixture of Keto/Enol as seen by the methylene singlet at δ3.50 ppm and the methine singlet at δ5.43 ppm in the 1HNMR spectrum; yield: 155 g; mp 74.8°-75.7° C. Reactants: ethers, phenols, C1(O)=CC(O)=CC=C1 (resorcinol), OC1=CC=C(C=C1)CC1=CC=C(C=C1)O (bis-(p-hydroxyphenyl)-methane), OC1=CC=C(C=C1)C(C)(C)C1=CC=C(C=C1)O (2,2-bis-(p-hydroxyphenyl)-propane), OC1=C(C=C(C=C1Br)C(C)(C)C1=CC(=C(C(=C1)Br)O)Br)Br (2,2-bis-(4'-hydroxy-3',5'-dibromophenyl)-propane), OC1=CC=C(C=C1)C(C(C1=CC=C(C=C1)O)C1=CC=C(C=C1)O)C1=CC=C(C=C1)O (1,1,2,2-tetrakis-(p-hydroxyphenyl)-ethane). Yields the product alkylphenols, C=O (formaldehyde), C1(=CC=CC=C1)O (phenol), C1(=CC=CC=C1O)C (cresol). RXN SMILES: [C:1]1(C=CC=C(O)C=1)[OH:2].[OH:9][C:10]1[CH:15]=[CH:14][C:13](C[C:17]2[CH:22]=[CH:21][C:20]([OH:23])=[CH:19][CH:18]=2)=[CH:12][CH:11]=1.O[C:25]1C=CC(C(C2C=CC(O)=CC=2)(C)C)=CC=1.OC1C(Br)=CC(C(C2C=C(Br)C(O)=C(Br)C=2)(C)C)=CC=1Br.OC1C=CC(C(C2C=CC(O)=CC=2)C(C2C=CC(O)=CC=2)C2C=CC(O)=CC=2)=CC=1>>[CH2:1]=[O:2].[C:10]1([OH:9])[CH:15]=[CH:14][CH:13]=[CH:12][CH:11]=1.[C:21]1([CH3:25])[C:20]([OH:23])=[CH:19][CH:18]=[CH:17][CH:22]=1. Reported procedure: diglycidyl or polyglycidyl ethers of polyhydric phenols, such as resorcinol, bis-(p-hydroxyphenyl)-methane (bisphenol F), 2,2-bis-(p-hydroxyphenyl)-propane (bisphenol A), 2,2-bis-(4'-hydroxy-3',5'-dibromophenyl)-propane (tetrabromobisphenol A) or 1,1,2,2-tetrakis-(p-hydroxyphenyl)-ethane, or of condensation products, obtained under acid conditions, of phenol or alkylphenols having up to 9 C atoms in the alkyl group with formaldehyde, such as phenol novolaks and cresol novolaks,